Task: describe an organic reaction: reactants, conditions, products, and yield. Dataset: the Open Reaction Database (ORD), a public repository of structured organic reaction records The reactants are acylimidazole, C(#N)C1=C(OC(C(=O)O)C2=CC=CC=C2)C=C(C=C1)OCC1=CSC=C1 ((RS)-[2-Cyano-5-(3-thienylmethoxy)phenoxy]phenylacetic acid), C(=O)=O (carbon dioxide), C(C)(C)C1=CC=C(C=C1)S(=O)(=O)N (4-isopropylbenzenesulphonamide), [H-].[Na+] (sodium hydride). The solvent is ClCCl (dichloromethane), CN(C=O)C (dimethylformamide). Reaction conditions: temperature 25 celsius, time 2 hour. Product: C(#N)C1=C(OC(C(=O)NS(=O)(=O)C2=CC=C(C=C2)C(C)C)C2=CC=CC=C2)C=C(C=C1)OCC1=CSC=C1 ((RS)-N-{[2-Cyano-5-(3-thienylmethoxy)phenoxy]phenylacetyl}-4-isopropylbenzenesulphonamide). RXN SMILES: [C:1]([C:3]1[CH:19]=[CH:18][C:17]([O:20][CH2:21][C:22]2[CH:26]=[CH:25][S:24][CH:23]=2)=[CH:16][C:4]=1[O:5][CH:6]([C:10]1[CH:15]=[CH:14][CH:13]=[CH:12][CH:11]=1)[C:7]([OH:9])=O)#[N:2].C(=O)=O.[CH:30]([C:33]1[CH:38]=[CH:37][C:36]([S:39]([NH2:42])(=[O:41])=[O:40])=[CH:35][CH:34]=1)([CH3:32])[CH3:31].[H-].[Na+]>ClCCl.CN(C)C=O>[C:1]([C:3]1[CH:19]=[CH:18][C:17]([O:20][CH2:21][C:22]2[CH:26]=[CH:25][S:24][CH:23]=2)=[CH:16][C:4]=1[O:5][CH:6]([C:10]1[CH:15]=[CH:14][CH:13]=[CH:12][CH:11]=1)[C:7]([NH:42][S:39]([C:36]1[CH:37]=[CH:38][C:33]([CH:30]([CH3:32])[CH3:31])=[CH:34][CH:35]=1)(=[O:40])=[O:41])=[O:9])#[N:2] |f:3.4|. Reported procedure: A solution of Example 2 (0.73 g) in dry dichloromethane (50 ml) was treated with N,N' carbonyidilmidazole (0.36 g) and stirred at 25° C. for 2 hours, when evolution of carbon dioxide was complete. A solution of 4-isopropylbenzenesulphonamide (0.60 g) in dry dimethylformamide (20 ml) was treated with sodium hydride (0.13 g, 60% dispersion in mineral oil) and stirred at 25° C. for 2 hours. This solution was then treated dropwise with the solution of acylimidazole prepared above and stirring was co... Starting materials: ClC=1C=CC(=C(C1)C1=CC(NC=C1)=O)C#C[Si](C)(C)C (4-{5-chloro-2-[(trimethylsilyl)ethynyl]phenyl}pyridin-2(1H)-one), BrC(C(=O)OC(C)(C)C)C (tert-butyl 2-bromopropanoate). Yields the product ClC=1C=CC(=C(C1)C1=CC(N(C=C1)C(C(=O)OC(C)(C)C)C)=O)C#C[Si](C)(C)C (tert-Butyl 2-[4-{5-chloro-2-[(trimethylsilyl)ethynyl]phenyl}-2-oxopyridin-1(2H)-yl]propanoate). RXN SMILES: [Cl:1][C:2]1[CH:3]=[CH:4][C:5]([C:15]#[C:16][Si:17]([CH3:20])([CH3:19])[CH3:18])=[C:6]([C:8]2[CH:13]=[CH:12][NH:11][C:10](=[O:14])[CH:9]=2)[CH:7]=1.Br[CH:22]([CH3:30])[C:23]([O:25][C:26]([CH3:29])([CH3:28])[CH3:27])=[O:24]>>[Cl:1][C:2]1[CH:3]=[CH:4][C:5]([C:15]#[C:16][Si:17]([CH3:19])([CH3:18])[CH3:20])=[C:6]([C:8]2[CH:13]=[CH:12][N:11]([CH:22]([CH3:30])[C:23]([O:25][C:26]([CH3:29])([CH3:28])[CH3:27])=[O:24])[C:10](=[O:14])[CH:9]=2)[CH:7]=1. Procedure details: 125 mg (purity 91%, 0.38 mmol) of 4-{5-chloro-2-[(trimethylsilyl)ethynyl]phenyl}pyridin-2(1H)-one and 1.2 eq. of tert-butyl 2-bromopropanoate (racemate) were reacted at 80° C. according to General Method 4B. Yield: 56 mg (purity 89%, 31% of theory)